This data is from the Open Reaction Database (ORD), a public repository of structured organic reaction records. The task is: describe an organic reaction: reactants, conditions, products, and yield Reactants: BrC1=CC2=C(C(=NC=3C(=CNC(C23)=O)I)C(C)C)C=C1 (9-bromo-4-iodo-6-isopropylbenzo[c]-1,6-naphthyridin-1(2H)-one), C(C#C)(=O)N (propynoic acid amide), TEA. Reagents/catalysts: [Cu]I (copper (I) iodide), C=1C=CC(=CC1)[P](C=2C=CC=CC2)(C=3C=CC=CC3)[Pd]([P](C=4C=CC=CC4)(C=5C=CC=CC5)C=6C=CC=CC6)([P](C=7C=CC=CC7)(C=8C=CC=CC8)C=9C=CC=CC9)[P](C=1C=CC=CC1)(C=1C=CC=CC1)C=1C=CC=CC1 (Pd(Ph3P)4). The solvent is CN(C)C=O (DMF). Conditions: time 15 hour. Product: BrC1=CC2=C(C(=NC=3C(=CNC(C23)=O)C#CC(=O)N)C(C)C)C=C1 (3-(9-bromo-6-isopropyl-1-oxo-1,2-dihydrobenzo[c]-1,6-naphthyridin-4-yl)prop-2-ynamide). Reaction SMILES: [Br:1][C:2]1[CH:20]=[CH:19][C:5]2[C:6]([CH:16]([CH3:18])[CH3:17])=[N:7][C:8]3[C:9](I)=[CH:10][NH:11][C:12](=[O:14])[C:13]=3[C:4]=2[CH:3]=1.[C:21]([NH2:25])(=[O:24])[C:22]#[CH:23]>[Cu]I.C1C=CC([P]([Pd]([P](C2C=CC=CC=2)(C2C=CC=CC=2)C2C=CC=CC=2)([P](C2C=CC=CC=2)(C2C=CC=CC=2)C2C=CC=CC=2)[P](C2C=CC=CC=2)(C2C=CC=CC=2)C2C=CC=CC=2)(C2C=CC=CC=2)C2C=CC=CC=2)=CC=1.CN(C=O)C>[Br:1][C:2]1[CH:20]=[CH:19][C:5]2[C:6]([CH:16]([CH3:18])[CH3:17])=[N:7][C:8]3[C:9]([C:23]#[C:22][C:21]([NH2:25])=[O:24])=[CH:10][NH:11][C:12](=[O:14])[C:13]=3[C:4]=2[CH:3]=1 |^1:31,33,52,71|. Procedure: 9-bromo-4-iodo-6-isopropylbenzo[c]-1,6-naphthyridin-1(2H)-one (140 mg, 0.32 mmol), propynoic acid amide (26 mg, 0.38 mmol), copper (I) iodide (9.0 mg, 0.047 mmol), and Pd(Ph3P)4 (37 mg, 0.032 mmol) were added to a vial, followed by DMF (1.5 ml) and TEA (0.13 ml, 0.95 mmol). The resulting suspension was purged with argon (subsurface bubbling) for 10 min, and then stirred for 15 hr at room temperature. The reaction mixture was diluted with DMF and purified directly by reverse phase preparative HPL... The reactants are C1CCOC1, CNCCOC, COc1ccc(C2CCCCC2)c2sc(NC(=O)c3ccc(CCl)cc3)nc12. Product: COCCN(C)Cc1ccc(C(=O)Nc2nc3c(OC)ccc(C4CCCCC4)c3s2)cc1. RXN SMILES: [CH2:35]1[O:36][CH2:37][CH2:38][CH2:39]1.[CH3:29][O:30][CH2:31][CH2:32][NH:33][CH3:34].[Cl:1][CH2:2][c:3]1[cH:4][cH:5][c:6]([C:7](=[O:8])[NH:9][c:10]2[s:11][c:12]3[c:13]([n:14]2)[c:15]([O:25][CH3:26])[cH:16][cH:17][c:18]3[CH:19]2[CH2:20][CH2:21][CH2:22][CH2:23][CH2:24]2)[cH:27][cH:28]1>>[CH2:2]([c:3]1[cH:4][cH:5][c:6]([C:7](=[O:8])[NH:9][c:10]2[s:11][c:12]3[c:13]([n:14]2)[c:15]([O:25][CH3:26])[cH:16][cH:17][c:18]3[CH:19]2[CH2:20][CH2:21][CH2:22][CH2:23][CH2:24]2)[cH:27][cH:28]1)[N:33]([CH2:32][CH2:31][O:30][CH3:29])[CH3:34]. Starting materials: CO, Cc1c(F)c(F)c(C=O)c(F)c1F, N#C[Na], O. Product: Cc1c(F)c(F)c(C(O)C#N)c(F)c1F. Reaction SMILES: [CH3:17][OH:18].[CH3:4][c:5]1[c:6]([F:16])[c:7]([F:15])[c:8]([CH:9]=[O:10])[c:11]([F:14])[c:12]1[F:13].[Na:1][C:2]#[N:3].[OH2:19]>>[C:2](#[N:3])[CH:9]([c:8]1[c:7]([F:15])[c:6]([F:16])[c:5]([CH3:4])[c:12]([F:13])[c:11]1[F:14])[OH:10]. Yields the product C(C)(=O)N1CC2=CC(=CC=C2CC1)S(=O)(=O)N1CCCCC1 (N-Acetyl-7-(piperidin-1-ylsulfonyl)-1,2,3,4-tetrahydroisoquinoline). The reactants are C(C)(=O)N1CC2=CC(=CC=C2CC1)S(=O)(=O)Cl (2-acetyl-1,2,3,4-tetrahydroisoquinoline-7-sulfonyl chloride), N1CCCCC1 (piperidine), C(C)(C)N(CC)C(C)C (diisopropylethylamine). The solvent is C1CCOC1 (THF), C1CCOC1 (THF). Procedure details: 21.1 g (77 mmol) of 2-acetyl-1,2,3,4-tetrahydroisoquinoline-7-sulfonyl chloride (prepared as described in G. Grunewald et al. J. Med. Chem 1999, 42, 118-134) in 50 ml of THF were added dropwise to a solution of 6.0 g (70 mmol) of piperidine and 10.9 g (84 mmol) of diisopropylethylamine in 230 ml of THF, and the mixture was heated under reflux for two hours. After the reaction was complete, the solvent was removed in vacuo, the residue was taken up in dichloromethane/water and, after making alkal... As a reaction SMILES: [C:1]([N:4]1[CH2:13][CH2:12][C:11]2[C:6](=[CH:7][C:8]([S:14](Cl)(=[O:16])=[O:15])=[CH:9][CH:10]=2)[CH2:5]1)(=[O:3])[CH3:2].[NH:18]1[CH2:23][CH2:22][CH2:21][CH2:20][CH2:19]1.C(N(C(C)C)CC)(C)C>C1COCC1>[C:1]([N:4]1[CH2:13][CH2:12][C:11]2[C:6](=[CH:7][C:8]([S:14]([N:18]3[CH2:23][CH2:22][CH2:21][CH2:20][CH2:19]3)(=[O:16])=[O:15])=[CH:9][CH:10]=2)[CH2:5]1)(=[O:3])[CH3:2].